This data is from the Open Reaction Database (ORD), a public repository of structured organic reaction records. The task is: describe an organic reaction: reactants, conditions, products, and yield Reactants: O=C([O-])[O-], N#Cc1nc2ccc(CBr)cc2o1, CC(C)=O, CN(C)C=O, [K+], [K+], [Na+], O, O, O, O, O, [O-]c1cccc(OCc2ccc3ccccc3n2)c1. Product: N#Cc1nc2ccc(COc3cccc(OCc4ccc5ccccc5n4)c3)cc2o1. As a reaction SMILES: [C:26](=[O:27])([O-:28])[O-:29].[C:32](#[N:33])[c:34]1[o:35][c:36]2[c:37]([n:38]1)[cH:39][cH:40][c:41]([CH2:43][Br:44])[cH:42]2.[CH3:45][C:46](=[O:47])[CH3:48].[CH3:49][N:50]([CH3:51])[CH:52]=[O:53].[K+:30].[K+:31].[Na+:25].[OH2:1].[OH2:2].[OH2:3].[OH2:4].[OH2:5].[n:6]1[c:7]([CH2:16][O:17][c:18]2[cH:19][c:20]([O-:21])[cH:22][cH:23][cH:24]2)[cH:8][cH:9][c:10]2[cH:11][cH:12][cH:13][cH:14][c:15]12>>[n:6]1[c:7]([CH2:16][O:17][c:18]2[cH:19][c:20]([O:21][CH2:43][c:41]3[cH:40][cH:39][c:37]4[c:36]([o:35][c:34]([C:32]#[N:33])[n:38]4)[cH:42]3)[cH:22][cH:23][cH:24]2)[cH:8][cH:9][c:10]2[cH:11][cH:12][cH:13][cH:14][c:15]12. Starting materials: C1CCOC1, Cc1nocc1C(=O)O, [Cl-], Nc1cccc(C(=O)c2ccc3c(c2)NC(=O)C3)c1, O=S(Cl)Cl. Product: Cc1nocc1C(=O)Nc1cccc(C(=O)c2ccc3c(c2)NC(=O)C3)c1. RXN SMILES: [CH2:34]1[O:35][CH2:36][CH2:37][CH2:38]1.[CH3:1][c:2]1[n:3][o:4][cH:5][c:6]1[C:7](=[O:8])[OH:9].[Cl-:33].[NH2:14][c:15]1[cH:16][c:17]([C:18](=[O:19])[c:20]2[cH:21][cH:22][c:23]3[c:27]([cH:28]2)[NH:26][C:25](=[O:29])[CH2:24]3)[cH:30][cH:31][cH:32]1.[S:10]([Cl:11])([Cl:12])=[O:13]>>[CH3:1][c:2]1[n:3][o:4][cH:5][c:6]1[C:7](=[O:9])[NH:14][c:15]1[cH:16][c:17]([C:18](=[O:19])[c:20]2[cH:21][cH:22][c:23]3[c:27]([cH:28]2)[NH:26][C:25](=[O:29])[CH2:24]3)[cH:30][cH:31][cH:32]1. Reactants: C(C)N1N=C(C(=C1)C1=C2C(=NC=C1)NC=C2)C2=CC=C(N)C=C2 (4-[1-ethyl-4-(1H-pyrrolo[2,3-b]pyridin-4-yl)-1H-pyrazol-3-yl]aniline), C1(CCCC1)N=C=O (cyclopentyl isocyanate). Product: C1(CCCC1)NC(=O)NC1=CC=C(C=C1)C1=NN(C=C1C1=C2C(=NC=C1)NC=C2)CC (N-Cyclopentyl-N′-{4-[1-ethyl-4-(1H-pyrrolo[2,3-b]pyridin-4-yl)-1H-pyrazol-3-yl]phenyl}urea). RXN SMILES: [CH2:1]([N:3]1[CH:7]=[C:6]([C:8]2[CH:13]=[CH:12][N:11]=[C:10]3[NH:14][CH:15]=[CH:16][C:9]=23)[C:5]([C:17]2[CH:23]=[CH:22][C:20]([NH2:21])=[CH:19][CH:18]=2)=[N:4]1)[CH3:2].[CH:24]1([N:29]=[C:30]=[O:31])[CH2:28][CH2:27][CH2:26][CH2:25]1>>[CH:24]1([NH:29][C:30]([NH:21][C:20]2[CH:22]=[CH:23][C:17]([C:5]3[C:6]([C:8]4[CH:13]=[CH:12][N:11]=[C:10]5[NH:14][CH:15]=[CH:16][C:9]=45)=[CH:7][N:3]([CH2:1][CH3:2])[N:4]=3)=[CH:18][CH:19]=2)=[O:31])[CH2:28][CH2:27][CH2:26][CH2:25]1. Procedure details: Following the procedure described in Example 47a with 4-[1-ethyl-4-(1H-pyrrolo[2,3-b]pyridin-4-yl)-1H-pyrazol-3-yl]aniline and cyclopentyl isocyanate provided the title compound. ESMS [M+H]+: 415.2 The reactants are NC1CCN2CCC3=C(C2C1)C=C(C(=C3)OC)OC (2-amino-1,3,4,6,7,11b-hexahydro-9,10-dimethoxy-2H-benzo[a]quinolizine), [OH-].[Na+] (NaOH), COC1=CC=C(C(=O)Cl)C=C1 (4-methoxy benzoyl chloride). Solvent: C1=CC=CC=C1 (benzene), C1=CC=CC=C1 (benzene). Run at time 1 hour. Product: Cl.COC1=CC2=C(C3CC(CCN3CC2)NC(C2=CC=C(C=C2)OC)=O)C=C1OC (1,3,4,6,7,11b-Hexahydro-9,10-dimethoxy-2-(4-methoxybenzoylamino)-2H-benzo[a]quinolizine hydrochloride). The yield is 9.7%. RXN SMILES: [NH2:1][CH:2]1[CH2:11][CH:10]2[N:5]([CH2:6][CH2:7][C:8]3[CH:15]=[C:14]([O:16][CH3:17])[C:13]([O:18][CH3:19])=[CH:12][C:9]=32)[CH2:4][CH2:3]1.[OH-].[Na+].[CH3:22][O:23][C:24]1[CH:32]=[CH:31][C:27]([C:28]([Cl:30])=[O:29])=[CH:26][CH:25]=1>C1C=CC=CC=1>[ClH:30].[CH3:17][O:16][C:14]1[C:13]([O:18][CH3:19])=[CH:12][C:9]2[CH:10]3[N:5]([CH2:6][CH2:7][C:8]=2[CH:15]=1)[CH2:4][CH2:3][CH:2]([NH:1][C:28](=[O:29])[C:27]1[CH:31]=[CH:32][C:24]([O:23][CH3:22])=[CH:25][CH:26]=1)[CH2:11]3 |f:1.2,5.6|. Procedure: A mixture of 2-amino-1,3,4,6,7,11b-hexahydro-9,10-dimethoxy-2H-benzo[a]quinolizine (5 g, 0.019 mole), 200 ml of benzene and 25 ml of 20% NaOH was cooled 10° and a solution of 4-methoxy benzoyl chloride (3.3 g, 0.019 mole) in benzene was added dropwise with stirring. The mixture was stirred in the cold for 30 minutes and at room temperature for 1 hour. The solid was collected after removal of the solvent and chromatographed over silica gel using benzene-methanol (6:1) as eluant. The major fractio... The reactants are crude mixture, P(=O)(OC1=NC=C(C(=N1)C1=CN(C2=NC=C(C=C21)C(F)(F)F)S(=O)(=O)C2=CC=C(C)C=C2)C#N)(OCC)OCC (5-cyano-4-(1-tosyl-5-(trifluoromethyl)-1H-pyrrolo[2,3-b]pyridin-3-yl)pyrimidin-2-yl diethyl phosphate), N[C@H](C)C1CCN(CC1)C(=O)OC(C)(C)C ((R)-tert-butyl 4-(1-aminoethyl)piperidine-1-carboxylate), C(C)(C)N(CC)C(C)C (diisopropylethylamine). The solvent is C(C)(=O)OCC (ethyl acetate), C1CCOC1 (THF). Reaction conditions: time 24 hour. The product is C(#N)C=1C(=NC(=NC1)N[C@H](C)C1CCN(CC1)C(=O)OC(C)(C)C)C1=CN(C2=NC=C(C=C21)C(F)(F)F)S(=O)(=O)C2=CC=C(C)C=C2 (tert-butyl 4-((1R)-1-(5-cyano-4-(1-tosyl-5-(trifluoromethyl)-1H-pyrrolo[2,3-b]pyridin-3-yl)pyrimidin-2-ylamino)ethyl)piperidine-1-carboxylate). Isolated yield 83.6%. RXN SMILES: P(OCC)(OCC)(O[C:4]1[N:9]=[C:8]([C:10]2[C:18]3[C:13](=[N:14][CH:15]=[C:16]([C:19]([F:22])([F:21])[F:20])[CH:17]=3)[N:12]([S:23]([C:26]3[CH:32]=[CH:31][C:29]([CH3:30])=[CH:28][CH:27]=3)(=[O:25])=[O:24])[CH:11]=2)[C:7]([C:33]#[N:34])=[CH:6][N:5]=1)=O.[NH2:41][C@@H:42]([CH:44]1[CH2:49][CH2:48][N:47]([C:50]([O:52][C:53]([CH3:56])([CH3:55])[CH3:54])=[O:51])[CH2:46][CH2:45]1)[CH3:43].C(N(C(C)C)CC)(C)C>C1COCC1.C(OCC)(=O)C>[C:33]([C:7]1[C:8]([C:10]2[C:18]3[C:13](=[N:14][CH:15]=[C:16]([C:19]([F:22])([F:21])[F:20])[CH:17]=3)[N:12]([S:23]([C:26]3[CH:27]=[CH:28][C:29]([CH3:30])=[CH:31][CH:32]=3)(=[O:24])=[O:25])[CH:11]=2)=[N:9][C:4]([NH:41][C@@H:42]([CH:44]2[CH2:45][CH2:46][N:47]([C:50]([O:52][C:53]([CH3:54])([CH3:56])[CH3:55])=[O:51])[CH2:48][CH2:49]2)[CH3:43])=[N:5][CH:6]=1)#[N:34]. Procedure details: 5-cyano-4-(1-tosyl-5-(trifluoromethyl)-1H-pyrrolo[2,3-b]pyridin-3-yl)pyrimidin-2-yl diethyl phosphate (200 mg, 0.3359 mmol) was treated with a solution of (R)-tert-butyl 4-(1-aminoethyl)piperidine-1-carboxylate (76.70 mg, 0.3359 mmol) in THF (2 mL), and diisopropylethylamine (70.22 μL, 0.4031 mmol). The reaction mixture was stirred at room temperature for 24 hours. The crude mixture was diluted with ethyl acetate and washed with aqueous NaHCO3. The organic layer was dried over magnesium sulfate ...